From a dataset of the Open Reaction Database (ORD), a public repository of structured organic reaction records. describe an organic reaction: reactants, conditions, products, and yield Reactants: CO, Cl, CC(N)(CO)CCc1cc(C#CCCCc2ccccc2)cs1, [Na+], [OH-], O=S(=O)(O)O. Product: Cl, CC(N)(CO)CCc1cc(C(=O)CCCCc2ccccc2)cs1. Reaction SMILES: [CH3:32][OH:33].[ClH:1].[NH2:2][C:3]([CH2:4][OH:5])([CH2:6][CH2:7][c:8]1[s:9][cH:10][c:11]([C:13]#[C:14][CH2:15][CH2:16][CH2:17][c:18]2[cH:19][cH:20][cH:21][cH:22][cH:23]2)[cH:12]1)[CH3:24].[Na+:31].[OH-:30].[S:25]([OH:26])(=[O:27])(=[O:28])[OH:29]>>[ClH:1].[NH2:2][C:3]([CH2:4][OH:5])([CH2:6][CH2:7][c:8]1[s:9][cH:10][c:11]([C:13]([CH2:14][CH2:15][CH2:16][CH2:17][c:18]2[cH:19][cH:20][cH:21][cH:22][cH:23]2)=[O:26])[cH:12]1)[CH3:24]. Reactants: C(C1=CC=CC=C1)N1CCC2(NC3=CC=CC=C3C(N2)=O)CC1 (1-Benzyl-1′H-spiro[piperidine-4,2′-quinazolin]-4′ (3′H)-one). The reagents and catalysts are [C].[Pd] (palladium-carbon). The solvent is CO (methanol). Run at time 2 day. Product: N1C2(NC(C3=CC=CC=C13)=O)CCNCC2 (1′H-spiro[piperidine-4,2′-quinazolin]-4′(3′H)-one). The yield is 66.2%. Reaction SMILES: C([N:8]1[CH2:23][CH2:22][C:11]2([NH:20][C:19](=[O:21])[C:18]3[C:13](=[CH:14][CH:15]=[CH:16][CH:17]=3)[NH:12]2)[CH2:10][CH2:9]1)C1C=CC=CC=1>CO.[C].[Pd]>[NH:12]1[C:13]2[C:18](=[CH:17][CH:16]=[CH:15][CH:14]=2)[C:19](=[O:21])[NH:20][C:11]21[CH2:22][CH2:23][NH:8][CH2:9][CH2:10]2 |f:2.3|. Reported procedure: 1-Benzyl-1′H-spiro[piperidine-4,2′-quinazolin]-4′ (3′H)-one (5.0 g) and 10% palladium-carbon (500 mg) were suspended in methanol (200 mL), and the suspension was stirred at room temperature for 2 days under a hydrogen atmosphere. The catalyst was removed by filtration through celite. The solvent was evaporated under reduced pressure and the residue was crystallized from ethanol/ether to give the object product (2.34 g, 41%). Procedure details: The title compound or its salt was prepared by a procedure similar to that described for E2 starting from (4-(3-chlorophenoxy)-3,5-difluorophenyl)methanol and 8-chloro-1-methyl-3,4-dihydro-1H-pyrimido[1,6-a]pyrimidin-6(2H)-one. Starting materials: E2, ClC=1C=C(OC2=C(C=C(C=C2F)CO)F)C=CC1 ((4-(3-chlorophenoxy)-3,5-difluorophenyl)methanol), ClC1=NC(N2C(N(CCC2)C)=C1)=O (8-chloro-1-methyl-3,4-dihydro-1H-pyrimido[1,6-a]pyrimidin-6(2H)-one). Yields the product ClC=1C=C(OC2=C(C=C(COC3=NC(N4C(N(CCC4)C)=C3)=O)C=C2F)F)C=CC1 (8-((4-(3-chlorophenoxy)-3,5-difluorobenzyl)oxy)-1-methyl-3,4-dihydro-1H-pyrimido[1,6-a]pyrimidin-6(2H)-one). Reaction SMILES: [Cl:1][C:2]1[CH:3]=[C:4]([CH:16]=[CH:17][CH:18]=1)[O:5][C:6]1[C:11]([F:12])=[CH:10][C:9]([CH2:13][OH:14])=[CH:8][C:7]=1[F:15].Cl[C:20]1[CH:30]=[C:24]2[N:25]([CH3:29])[CH2:26][CH2:27][CH2:28][N:23]2[C:22](=[O:31])[N:21]=1>>[Cl:1][C:2]1[CH:3]=[C:4]([CH:16]=[CH:17][CH:18]=1)[O:5][C:6]1[C:11]([F:12])=[CH:10][C:9]([CH2:13][O:14][C:20]2[CH:30]=[C:24]3[N:25]([CH3:29])[CH2:26][CH2:27][CH2:28][N:23]3[C:22](=[O:31])[N:21]=2)=[CH:8][C:7]=1[F:15].